Dataset: the Open Reaction Database (ORD), a public repository of structured organic reaction records. Task: describe an organic reaction: reactants, conditions, products, and yield RXN SMILES: [BH4-:28].[C:30](=[O:31])([OH:32])[O-:33].[CH2:35]1[O:36][CH2:37][CH2:38][CH2:39]1.[CH3:40][OH:41].[N:1](=[N+:2]=[N-:3])[CH:4]1[CH:5]([NH:17][C:18](=[O:19])[O:20][CH2:21][c:22]2[cH:23][cH:24][cH:25][cH:26][cH:27]2)[CH2:6][N:7]([C:10](=[O:11])[O:12][C:13]([CH3:14])([CH3:15])[CH3:16])[CH2:8][CH2:9]1.[Na+:29].[Na+:34].[Ni:44]([Cl:45])[Cl:46].[OH2:42].[OH2:43]>>[NH2:1][CH:4]1[CH:5]([NH:17][C:18](=[O:19])[O:20][CH2:21][c:22]2[cH:23][cH:24][cH:25][cH:26][cH:27]2)[CH2:6][N:7]([C:10](=[O:11])[O:12][C:13]([CH3:14])([CH3:15])[CH3:16])[CH2:8][CH2:9]1. The product is CC(C)(C)OC(=O)N1CCC(N)C(NC(=O)OCc2ccccc2)C1. Starting materials: [BH4-], O=C([O-])O, C1CCOC1, CO, CC(C)(C)OC(=O)N1CCC(N=[N+]=[N-])C(NC(=O)OCc2ccccc2)C1, [Na+], [Na+], Cl[Ni]Cl, O, O. Reactants: [BH4-], CCOC(C)=O, [Cl-], CN1CC(=O)C(c2ccccc2Oc2ccc(Cl)cc2)C1=O, Cl, [K+], [NH4+], C1CCOC1, O. Yields the product CN1CC(O)C(c2ccccc2Oc2ccc(Cl)cc2)C1=O. Reaction SMILES: [BH4-:23].[CH3:34][CH2:35][O:36][C:37](=[O:38])[CH3:39].[Cl-:25].[Cl:1][c:2]1[cH:3][cH:4][c:5]([O:6][c:7]2[c:8]([CH:13]3[C:14](=[O:20])[N:15]([CH3:19])[CH2:16][C:17]3=[O:18])[cH:9][cH:10][cH:11][cH:12]2)[cH:21][cH:22]1.[ClH:27].[K+:24].[NH4+:26].[O:28]1[CH2:29][CH2:30][CH2:31][CH2:32]1.[OH2:33]>>[Cl:1][c:2]1[cH:3][cH:4][c:5]([O:6][c:7]2[c:8]([CH:13]3[C:14](=[O:20])[N:15]([CH3:19])[CH2:16][CH:17]3[OH:18])[cH:9][cH:10][cH:11][cH:12]2)[cH:21][cH:22]1. The reactants are C(C)(C)(C)OC(=O)NC(C1=CC=CC=C1)[C@H]1CN(CC1)[C@H](C)C1=CC=CC=C1 (3-(R)-[1-tert-butoxycarbonylamino-1-phenylmethyl]-1-[1-(R)-phenylethyl]pyrrolidine). The reagents and catalysts are [C].[Pd] (palladium-carbon). The solvent is C(C)O (ethanol). Run at temperature 50 celsius. Yields the product crude product, C(C)(C)(C)OC(=O)NC(C1=CC=CC=C1)[C@H]1CNCC1 (3-(R)-[1-tert-Butoxycarbonylamino-1-phenylmethyl]pyrrolidine). The yield is 99.9%. RXN SMILES: [C:1]([O:5][C:6]([NH:8][CH:9]([C@@H:16]1[CH2:20][CH2:19][N:18]([C@@H](C2C=CC=CC=2)C)[CH2:17]1)[C:10]1[CH:15]=[CH:14][CH:13]=[CH:12][CH:11]=1)=[O:7])([CH3:4])([CH3:3])[CH3:2]>[C].[Pd].C(O)C>[C:1]([O:5][C:6]([NH:8][CH:9]([C@@H:16]1[CH2:20][CH2:19][NH:18][CH2:17]1)[C:10]1[CH:11]=[CH:12][CH:13]=[CH:14][CH:15]=1)=[O:7])([CH3:4])([CH3:2])[CH3:3] |f:1.2|. Reported procedure: To an ethanol (20 ml) solution of 3-(R)-[1-tert-butoxycarbonylamino-1-phenylmethyl]-1-[1-(R)-phenylethyl]pyrrolidine [F1] (495 mg, 1.30 mmol) was added a 10% palladium-carbon catalyst (water content 53.8%, 500 mg) and catalytic hydrogenation was carried out under heating at an outer temperature of 50° C. at normal pressure for 4 hours. The reaction solution was filtered and the solvent was removed under reduced pressure to obtain a crude product of the title compound (359 mg, quantitative) as co... Reactants: C(C)C(C(=O)O)C=1C=NC=CC1 (ethyl 3-pyridylacetic acid), solution, C(C)(C)[N-]C(C)C.[Li+] (lithium diisopropylamide), C1CCOC1.CCCCCCC.C(C)C1=CC=CC=C1 (THF heptane ethyl benzene), CI (methyl iodide), ClCl (Cl2). Product: C(C)C(C(=O)O)(C)C=1C=NC=CC1 (ETHYL α-METHYL-3-PYRIDYLACETIC ACID). The yield is 30.0%. RXN SMILES: [CH2:1]([CH:3]([C:7]1[CH:8]=[N:9][CH:10]=[CH:11][CH:12]=1)[C:4]([OH:6])=[O:5])[CH3:2].[CH:13]([N-]C(C)C)(C)C.[Li+].C1COCC1.CCCCCCC.C(C1C=CC=CC=1)C.CI.ClCl>>[CH2:1]([C:3]([C:7]1[CH:8]=[N:9][CH:10]=[CH:11][CH:12]=1)([CH3:13])[C:4]([OH:6])=[O:5])[CH3:2] |f:1.2,3.4.5|. Procedure: To ethyl 3-pyridylacetic acid (10.86 grams) (65.7 mmoles) was added a 2.0M solution of lithium diisopropylamide in THF/heptane/ethyl benzene (32.87 ml.) (65.8 mmoles) at -30° C. The semi-solid mixture was agitated and sonicated for 1 hour. The mixture was allowed to remain at 25° C. for 1 hour, whereupon methyl iodide (4.09 ml.) (65.7 mmoles) was added. After 1 hour at 25° C. the mixture was taken up in CH2 Cl2 and washed with saturated aqueous sodium bicarbonate and water. The CH2Cl2 was dried ...